This data is from the Open Reaction Database (ORD), a public repository of structured organic reaction records. The task is: describe an organic reaction: reactants, conditions, products, and yield Reactants: CN1N=C(C(=C1)CO)C(F)(F)F (1-methyl-3-trifluoromethyl-1H-pyrazol-4-methanol), C[N+]1(CCOCC1)[O-] (N-methyl morpholine N-oxide), C(CC)[N+](CCC)(CCC)CCC (tetrapropyl ammonium). Reaction conditions: time 1 hour. Yields the product CN1N=C(C(=C1)C=O)C(F)(F)F (1-methyl-3-trifluoromethyl-1H-pyrazole-4-carboxaldehyde). Yield: 87.3%. As a reaction SMILES: [CH3:1][N:2]1[CH:6]=[C:5]([CH2:7][OH:8])[C:4]([C:9]([F:12])([F:11])[F:10])=[N:3]1.C[N+]1([O-])CCOCC1.C([N+](CCC)(CCC)CCC)CC>>[CH3:1][N:2]1[CH:6]=[C:5]([CH:7]=[O:8])[C:4]([C:9]([F:10])([F:11])[F:12])=[N:3]1. Procedure: To a solution of 1-methyl-3-trifluoromethyl-1H-pyrazol-4-methanol (0.51 g, 2.83 mmol), N-methyl morpholine N-oxide (0.37 g, 3.16 mmol), and crushed, dried, and activated 4 Å sieves (1.5 g) in anhydrous dichloromethane (15 ml), is added tetrapropyl ammonium peruthenate (0.09 g, 0.26 mmol). The reaction mixture is stirred for one hour at room temperature, then filtered through a silica gel plug and eluted with ethyl acetate. The filtrate is concentrated in vacuo to give 1-methyl-3-trifluoromethyl-... Starting materials: CC(C)OS(=O)(=O)C1(CC(COCc2ccccc2)OCc2ccccc2)CC1, C1CCOC1, [K+], O, N#C[S-]. The product is O=S(=O)(O)C1(CC(COCc2ccccc2)OCc2ccccc2)CC1. As a reaction SMILES: [CH2:1]([c:2]1[cH:3][cH:4][cH:5][cH:6][cH:7]1)[O:8][CH:9]([CH2:10][C:11]1([S:14](=[O:15])(=[O:16])[O:17][CH:18]([CH3:19])[CH3:20])[CH2:12][CH2:13]1)[CH2:21][O:22][CH2:23][c:24]1[cH:25][cH:26][cH:27][cH:28][cH:29]1.[CH2:35]1[O:36][CH2:37][CH2:38][CH2:39]1.[K+:33].[OH2:34].[S-:30][C:31]#[N:32]>>[CH2:1]([c:2]1[cH:3][cH:4][cH:5][cH:6][cH:7]1)[O:8][CH:9]([CH2:10][C:11]1([S:14](=[O:15])(=[O:16])[OH:17])[CH2:12][CH2:13]1)[CH2:21][O:22][CH2:23][c:24]1[cH:25][cH:26][cH:27][cH:28][cH:29]1. The reactants are BrC1=C(C=C(C=C1OC)C=CC1=CC=CC=C1)OC (1-(4-bromo-3,5-dimethoxyphenyl)-2-phenylethene), t-Butyl Li, O (Water), C(C)I (Ethyl iodide). The solvent is C1CCOC1 (THF). Run at temperature -78 celsius. Product: COC1=C(C(=CC(=C1)C=CC1=CC=CC=C1)OC)CC (1,3-dimethoxy-2-ethyl-5-(2-phenylethenyl)benzene). Isolated yield 70.0%. Reaction SMILES: Br[C:2]1[C:7]([O:8][CH3:9])=[CH:6][C:5]([CH:10]=[CH:11][C:12]2[CH:17]=[CH:16][CH:15]=[CH:14][CH:13]=2)=[CH:4][C:3]=1[O:18][CH3:19].[CH2:20](I)[CH3:21].O>C1COCC1>[CH3:19][O:18][C:3]1[CH:4]=[C:5]([CH:10]=[CH:11][C:12]2[CH:17]=[CH:16][CH:15]=[CH:14][CH:13]=2)[CH:6]=[C:7]([O:8][CH3:9])[C:2]=1[CH2:20][CH3:21]. Reported procedure: To a solution of 1-(4-bromo-3,5-dimethoxyphenyl)-2-phenylethene (0.53 g, 1.7 mmol) in THF (10 mL) was added t-Butyl Li (1.1 mL, 1M in THF) at −78° C. After the addition complete, the solution was slowly heated to reflux for 30 min and then cooled down to −78° C. Ethyl iodide (1.2 eq, 0.27 mL) was added to the solution. Water (10 mL) was added after the completion of the reaction. THF was evaporated and the mixture was extracted with CH2Cl2 (3×5 mL). The extract was combined and dried over anhydr... The reactants are C1(=CC=CC=C1)C(CCCC#N)C1=CC=CC=C1 (5,5-diphenylvaleronitrile), [OH-].[Na+] (sodium hydroxide), CO (methanol). Solvent: O (water). Yields the product C1(=CC=CC=C1)C(CCCC(=O)O)C1=CC=CC=C1 (5,5-Diphenylvaleric acid). The yield is 86.0%. As a reaction SMILES: [C:1]1([CH:7]([C:13]2[CH:18]=[CH:17][CH:16]=[CH:15][CH:14]=2)[CH2:8][CH2:9][CH2:10][C:11]#N)[CH:6]=[CH:5][CH:4]=[CH:3][CH:2]=1.[OH-:19].[Na+].C[OH:22]>O>[C:1]1([CH:7]([C:13]2[CH:18]=[CH:17][CH:16]=[CH:15][CH:14]=2)[CH2:8][CH2:9][CH2:10][C:11]([OH:22])=[O:19])[CH:6]=[CH:5][CH:4]=[CH:3][CH:2]=1 |f:1.2|. Procedure details: To a solution of 5,5-diphenylvaleronitrile (6.5 g) in methanol (30 mL), 80 mL of water and 10 g of sodium hydroxide were added, and the mixture was refluxed for 72 hours. After the reaction mixture was allowed to cool, it was washed with diethyl ether and adjusted to pH 1 with concentrated hydrochloric acid. This acidic solution was extracted with diethyl ether and the extract was washed with saturated aqueous NaCl, dried over MgSO4, and concentrated. The residue was recrystallized to provide 5.... The product is CC(C)CCCCCCCCCCCBr. RXN SMILES: [Br:7][CH2:8][CH2:9][CH2:10][CH2:11][CH2:12][CH2:13][CH2:14][CH2:15][CH2:16][CH2:17][Br:18].[CH2:1]([CH:2]([CH3:3])[CH3:4])[Br:5].[CH3:25][CH2:26][O:27][C:28](=[O:29])[CH3:30].[ClH:19].[Mg:6].[O:20]1[CH2:21][CH2:22][CH2:23][CH2:24]1>>[CH2:1]([CH:2]([CH3:3])[CH3:4])[CH2:17][CH2:16][CH2:15][CH2:14][CH2:13][CH2:12][CH2:11][CH2:10][CH2:9][CH2:8][Br:7]. Starting materials: BrCCCCCCCCCCBr, CC(C)CBr, CCOC(C)=O, Cl, [Mg], C1CCOC1. Starting materials: ClC=1C=C(N)C=CC1OC (3-chloro-4-methoxyaniline), COC(C(=CO)C)=S (methyl-3-hydroxy-2-methylthioacrylate), [Na] (sodium), [Na] (Sodium). Solvent: O (water), Cl (hydrochloric acid), CO (methanol). Yields the product ClC=1C=C(NC=C(C(=S)OC)C)C=CC1OC (methyl 3-(3-chloro-4-methoxyanilino)-2-methylthioacrylate). As a reaction SMILES: [Na].[CH3:2][O:3][C:4](=[S:9])[C:5]([CH3:8])=[CH:6]O.[Cl:10][C:11]1[CH:12]=[C:13]([CH:15]=[CH:16][C:17]=1[O:18][CH3:19])[NH2:14]>CO.O.Cl>[Cl:10][C:11]1[CH:12]=[C:13]([CH:15]=[CH:16][C:17]=1[O:18][CH3:19])[NH:14][CH:6]=[C:5]([CH3:8])[C:4]([O:3][CH3:2])=[S:9] |^1:0|. Reported procedure: Sodium (7.65 g.) was dissolved in anhydrous methanol (450 ml.) and the solution evaporated to dryness. The resulting sodium methoxide was suspended in anhydrous diethyl ether (300 ml.). The suspension was stirred at 0° and methyl methylthioacetate (40 g.) was added dropwise. The mixture was stirred at 0° for 1 hour and then treated dropwise with methyl formate (21 g.). The mixture was stirred at 0° for 1 hour and then stirred overnight at room temperature. The resulting suspension of solid was e... Starting materials: CC(C)CC(CC(=O)OC(C)(C)C)C(=O)NC1Cc2cn(c3ccccc23)CCCCCCCNC1=O, ClCCl, O=C(O)C(F)(F)F. Product: CC(C)CC(CC(=O)O)C(=O)NC1Cc2cn(c3ccccc23)CCCCCCCNC1=O. RXN SMILES: [C:1]([CH3:2])([CH3:3])([CH3:4])[O:5][C:6]([CH2:7][CH:8]([CH2:9][CH:10]([CH3:11])[CH3:12])[C:13]([NH:14][CH:15]1[C:16](=[O:35])[NH:17][CH2:18][CH2:19][CH2:20][CH2:21][CH2:22][CH2:23][CH2:24][n:25]2[c:26]3[cH:27][cH:28][cH:29][cH:30][c:31]3[c:32]([cH:34]2)[CH2:33]1)=[O:36])=[O:37].[CH2:38]([Cl:39])[Cl:40].[F:41][C:42]([F:43])([F:44])[C:45]([OH:46])=[O:47]>>[O:5]=[C:6]([CH2:7][CH:8]([CH2:9][CH:10]([CH3:11])[CH3:12])[C:13]([NH:14][CH:15]1[C:16](=[O:35])[NH:17][CH2:18][CH2:19][CH2:20][CH2:21][CH2:22][CH2:23][CH2:24][n:25]2[c:26]3[cH:27][cH:28][cH:29][cH:30][c:31]3[c:32]([cH:34]2)[CH2:33]1)=[O:36])[OH:37].